Dataset: the Open Reaction Database (ORD), a public repository of structured organic reaction records. Task: describe an organic reaction: reactants, conditions, products, and yield Yields the product O=C1CCCC=2C(=NOC21)C(=O)OCC (Ethyl 7-oxo-4,5,6,7-tetrahydro-1,2-benzisoxazole-3-carboxylate). Reactants: C(C)OC1=CCCC2C(=NOC21O)C(=O)OCC (ethyl 7-ethoxy-7a-hydroxy-3a,4,5,7a-tetrahydro-1,2-benzisoxazole-3-carboxylate). Run in CCO (EtOH), Cl (HCl). RXN SMILES: C([O:3][C:4]1[C:12]2(O)[CH:8]([C:9]([C:14]([O:16][CH2:17][CH3:18])=[O:15])=[N:10][O:11]2)[CH2:7][CH2:6][CH:5]=1)C>CCO.Cl>[O:3]=[C:4]1[C:12]2[O:11][N:10]=[C:9]([C:14]([O:16][CH2:17][CH3:18])=[O:15])[C:8]=2[CH2:7][CH2:6][CH2:5]1. Isolated yield 49.8%. Reported procedure: To a solution of ethyl 7-ethoxy-7a-hydroxy-3a,4,5,7a-tetrahydro-1,2-benzisoxazole-3-carboxylate 3.18 g (12.48 mmol) in 30 mL of EtOH, 3 mL of HCl 36% was added. The mixture was stirred at reflux for 48 hours. After cooling the solvent was removed under reduced pressure and the crude solid was purified by flash chromatography on silica gel (eluant: AcOEt/Hexane 3/7) to afford 1.3 g (50% yield) of the title compound as a white solid. The reactants are O=C([O-])[O-], CNS(C)(=O)=O, CC(C)=O, CCCCOC(C)=O, COC(=O)c1c(-c2ccc(F)cc2)nc(O)nc1C(C)C, [K+], [K+], O, Cc1ccc(S(=O)(=O)Cl)cc1. Product: COC(=O)c1c(-c2ccc(F)cc2)nc(N(C)S(C)(=O)=O)nc1C(C)C. RXN SMILES: [C:22](=[O:23])([O-:24])[O-:25].[CH3:39][NH:40][S:41](=[O:42])(=[O:43])[CH3:44].[CH3:45][C:46](=[O:47])[CH3:48].[CH3:50][CH2:51][CH2:52][CH2:53][O:54][C:55](=[O:56])[CH3:57].[F:1][c:2]1[cH:3][cH:4][c:5](-[c:8]2[n:9][c:10]([OH:21])[n:11][c:12]([CH:18]([CH3:19])[CH3:20])[c:13]2[C:14](=[O:15])[O:16][CH3:17])[cH:6][cH:7]1.[K+:26].[K+:27].[OH2:49].[c:28]1([CH3:29])[cH:30][cH:31][c:32]([S:33]([Cl:34])(=[O:35])=[O:36])[cH:37][cH:38]1>>[F:1][c:2]1[cH:3][cH:4][c:5](-[c:8]2[n:9][c:10]([N:40]([CH3:39])[S:41](=[O:42])(=[O:43])[CH3:44])[n:11][c:12]([CH:18]([CH3:19])[CH3:20])[c:13]2[C:14](=[O:15])[O:16][CH3:17])[cH:6][cH:7]1. Product: CC(C)(C)OC(=O)N1CC2CN(c3cncc(Br)c3)CC2C1. RXN SMILES: [Br:16][c:17]1[cH:18][n:19][cH:20][c:21]([Br:22])[cH:23]1.[CH2:1]1[N:2]([C:9](=[O:10])[O:11][C:12]([CH3:13])([CH3:14])[CH3:15])[CH2:3][CH:4]2[CH:5]1[CH2:6][NH:7][CH2:8]2.[CH3:70][C:71]([CH3:72])([O-:73])[CH3:74].[CH3:76][c:77]1[cH:78][cH:79][cH:80][cH:81][cH:82]1.[Na+:75].[O:104]=[C:105]([CH:106]=[CH:107][c:108]1[cH:109][cH:110][cH:111][cH:112][cH:113]1)[CH:114]=[CH:115][c:116]1[cH:117][cH:118][cH:119][cH:120][cH:121]1.[O:122]=[C:123]([CH:124]=[CH:125][c:126]1[cH:127][cH:128][cH:129][cH:130][cH:131]1)[CH:132]=[CH:133][c:134]1[cH:135][cH:136][cH:137][cH:138][cH:139]1.[O:86]=[C:87]([CH:88]=[CH:89][c:90]1[cH:91][cH:92][cH:93][cH:94][cH:95]1)[CH:96]=[CH:97][c:98]1[cH:99][cH:100][cH:101][cH:102][cH:103]1.[OH2:83].[Pd:84].[Pd:85].[cH:24]1[cH:25][cH:26][c:27]([P:28]([c:29]2[cH:30][cH:31][c:32]3[c:33]([cH:34][cH:35][cH:36][cH:37]3)[c:38]2-[c:39]2[c:40]3[c:41]([cH:42][cH:43][cH:44][cH:45]3)[cH:46][cH:47][c:48]2[P:49]([c:50]2[cH:51][cH:52][cH:53][cH:54][cH:55]2)[c:56]2[cH:57][cH:58][cH:59][cH:60][cH:61]2)[c:62]2[cH:63][cH:64][cH:65][cH:66][cH:67]2)[cH:68][cH:69]1>>[CH2:1]1[N:2]([C:9](=[O:10])[O:11][C:12]([CH3:13])([CH3:14])[CH3:15])[CH2:3][CH:4]2[CH:5]1[CH2:6][N:7]([c:21]1[cH:20][n:19][cH:18][c:17]([Br:16])[cH:23]1)[CH2:8]2. The reactants are Brc1cncc(Br)c1, CC(C)(C)OC(=O)N1CC2CNCC2C1, CC(C)(C)[O-], Cc1ccccc1, [Na+], O=C(C=Cc1ccccc1)C=Cc1ccccc1, O=C(C=Cc1ccccc1)C=Cc1ccccc1, O=C(C=Cc1ccccc1)C=Cc1ccccc1, O, [Pd], [Pd], c1ccc(P(c2ccccc2)c2ccc3ccccc3c2-c2c(P(c3ccccc3)c3ccccc3)ccc3ccccc23)cc1. The reactants are BrC=1C=C2CCC(NC2=C(C1)Cl)=O (6-bromo-8-chloro-3,4-dihydroquinolin-2(1H)-one), COC=1C=CC(=CC1)P2(=S)SP(=S)(S2)C=3C=CC(=CC3)OC (Lawesson's reagent). Run in C1(=CC=CC=C1)C (toluene). Reaction conditions: temperature 100 celsius. Product: BrC=1C=C2CCC(NC2=C(C1)Cl)=S (6-bromo-8-chloro-3,4-dihydroquinoline-2(1H)-thione). Reaction SMILES: [Br:1][C:2]1[CH:3]=[C:4]2[C:9](=[C:10]([Cl:12])[CH:11]=1)[NH:8][C:7](=O)[CH2:6][CH2:5]2.COC1C=CC(P2(SP(C3C=CC(OC)=CC=3)(=S)S2)=[S:23])=CC=1>C1(C)C=CC=CC=1>[Br:1][C:2]1[CH:3]=[C:4]2[C:9](=[C:10]([Cl:12])[CH:11]=1)[NH:8][C:7](=[S:23])[CH2:6][CH2:5]2. Procedure: To a stirred solution of 6-bromo-8-chloro-3,4-dihydroquinolin-2(1H)-one (80-1; 10 g, 0.038 mol) in toluene (130 mL) was added Lawesson's reagent (7.7 g, 0.019 mol). Reaction mass was refluxed at 100° C. for 3 h. The reaction mixture was concentrated and directly purified by silica gel column chromatography to obtain title compound. 1H NMR (400 MHz, DMSO-d6) δ: 11.25 (s, 1H), 7.61-7.60 (d, J=2.4 Hz, 1H), 7.48 (s, 1H), 2.96-2.93 (m, 2H), 2.85-2.81 (m, 2H). MS (M+2): 277. Reactants: B1(N2CCC[C@H]2C(O1)(C3=CC=CC=C3)C4=CC=CC=C4)C ((S)-Methyl-CBS-oxazaborolidine), B.C1CCOC1 (BH3-THF), B.C1CCOC1 (BH3-THF), ClCC(=O)C1=CC2=C(NC(O2)=O)C(=C1)Cl (6-Chloroacetyl-4-chloro-2-benzooxazolinone). Run in C1CCOC1 (THF). Conditions: time 1 hour. The product is ClC[C@@H](O)C1=CC2=C(NC(O2)=O)C(=C1)Cl ((S)-6-(2-Chloro-1-hydroxy-ethyl)-4-chloro-2-benzooxazolinone). Reaction SMILES: B1(C)OC(C2C=CC=CC=2)(C2C=CC=CC=2)[C@H]2N1CCC2.B.C1COCC1.[Cl:28][CH2:29][C:30]([C:32]1[CH:41]=[C:40]([Cl:42])[C:35]2[NH:36][C:37](=[O:39])[O:38][C:34]=2[CH:33]=1)=[O:31]>C1COCC1>[Cl:28][CH2:29][C@H:30]([C:32]1[CH:41]=[C:40]([Cl:42])[C:35]2[NH:36][C:37](=[O:39])[O:38][C:34]=2[CH:33]=1)[OH:31] |f:1.2|. Procedure: To a solution of (S)-Methyl-CBS-oxazaborolidine (1M in toluene, 0.745 mL, 0.745 mmol) and BH3-THF (8 mL, 8 mmol) is added at the same time a solution of BH3-THF (19 mL, 19 mmol) and a solution of the 6-Chloroacetyl-4-chloro-2-benzooxazolinone (37.98 mmol) in 19 mL of THF. Both solutions are added dropwise over 30 minutes. The solution is stirred for 1 hour and quenched with the slow addition of methanol (50 mL). The solution is concentrated and the residue chromatographed over a short silica gel... The reactants are CCO, CC(=O)NCC1CN(c2ccc(-n3cnc(CN=[N+]=[N-])c3)c(F)c2)C(=O)O1, [H][H], [Pb]. Yields the product CC(=O)NCC1CN(c2ccc(-n3cnc(CN)c3)c(F)c2)C(=O)O1. Reaction SMILES: [CH3:31][CH2:32][OH:33].[F:1][c:2]1[cH:3][c:4]([N:17]2[C:18](=[O:27])[O:19][CH:20]([CH2:22][NH:23][C:24]([CH3:25])=[O:26])[CH2:21]2)[cH:5][cH:6][c:7]1-[n:8]1[cH:9][n:10][c:11]([CH2:13][N:14]=[N+:15]=[N-:16])[cH:12]1.[H:29][H:30].[Pb:28]>>[F:1][c:2]1[cH:3][c:4]([N:17]2[C:18](=[O:27])[O:19][CH:20]([CH2:22][NH:23][C:24]([CH3:25])=[O:26])[CH2:21]2)[cH:5][cH:6][c:7]1-[n:8]1[cH:9][n:10][c:11]([CH2:13][NH2:14])[cH:12]1. Solvent: C(C)(=O)OCC (ethyl acetate). As a reaction SMILES: [Cl:1][C:2]1[CH:3]=[C:4]([S:9][C:10]2[N:14]([CH2:15][C:16]3[CH:21]=[CH:20][CH:19]=[C:18]([N+:22]([O-])=O)[CH:17]=3)[C:13]([CH2:25][OH:26])=[N:12][C:11]=2[CH:27]([CH3:29])[CH3:28])[CH:5]=[C:6]([Cl:8])[CH:7]=1.[H][H]>C(OCC)(=O)C.[Pt]>[NH2:22][C:18]1[CH:17]=[C:16]([CH:21]=[CH:20][CH:19]=1)[CH2:15][N:14]1[C:10]([S:9][C:4]2[CH:5]=[C:6]([Cl:8])[CH:7]=[C:2]([Cl:1])[CH:3]=2)=[C:11]([CH:27]([CH3:29])[CH3:28])[N:12]=[C:13]1[CH2:25][OH:26]. Reaction conditions: time 3 hour. Reactants: ClC=1C=C(C=C(C1)Cl)SC1=C(N=C(N1CC1=CC(=CC=C1)[N+](=O)[O-])CO)C(C)C (5-(3,5-dichlorophenylthio)-2-hydroxymethyl-4-isopropyl-1-(m-nitrobenzyl)-1H-imidazole), [H][H] (hydrogen). Procedure: In ethyl acetate was dissolved 64 mg of 5-(3,5-dichlorophenylthio)-2-hydroxymethyl-4-isopropyl-1-(m-nitrobenzyl)-1H-imidazole (103b), and platinum sulfided carbon was added. After replacement with hydrogen atomosphere, the mixture was catalytically hydrogenated under atmospheric pressure at room temperature. After 3 hours, the mixture was filtered through Celite, the filtrate was distilled off under reduced pressure, and diethyl ether was added. Crystals precipitated were filtered, and 25 mg of ... Yields the product NC=1C=C(CN2C(=NC(=C2SC2=CC(=CC(=C2)Cl)Cl)C(C)C)CO)C=CC1 (1-(m-aminobenzyl)-5-(3,5-dichlorophenylthio)-2-hydroxymethyl-4-isopropyl-1H-imidazole). Reagents/catalysts: [Pt] (platinum).